This data is from the Open Reaction Database (ORD), a public repository of structured organic reaction records. The task is: describe an organic reaction: reactants, conditions, products, and yield Starting materials: C(C1=CC=CC=C1)N1C[C@H](CC1)NC(O[C@H](C(F)(F)F)C)=O ((2S)-1,1,1-trifluoropropan-2-yl [(3S)-1-benzylpyrrolidin-3-yl]carbamate). Reagents/catalysts: [OH-].[OH-].[Pd+2] (palladium hydroxide on activated carbon). Solvent: C1CCOC1 (THF), CO (MeOH). Run at time 15 hour. Yields the product N1C[C@H](CC1)NC(O[C@H](C(F)(F)F)C)=O ((2S)-1,1,1-trifluoropropan-2-yl(3S)-pyrrolidin-3-ylcarbamate). Reaction SMILES: C([N:8]1[CH2:12][CH2:11][C@H:10]([NH:13][C:14](=[O:22])[O:15][C@@H:16]([CH3:21])[C:17]([F:20])([F:19])[F:18])[CH2:9]1)C1C=CC=CC=1>C1COCC1.CO.[OH-].[OH-].[Pd+2]>[NH:8]1[CH2:12][CH2:11][C@H:10]([NH:13][C:14](=[O:22])[O:15][C@@H:16]([CH3:21])[C:17]([F:20])([F:18])[F:19])[CH2:9]1 |f:3.4.5|. Reported procedure: To a solution of (2S)-1,1,1-trifluoropropan-2-yl [(3S)-1-benzylpyrrolidin-3-yl]carbamate (1.82 g) in THF (20 ml) and MeOH (20 ml) was added 20% palladium hydroxide on activated carbon (200 mg). The resulting solution was placed under a H2 atmosphere (balloon pressure) and stirred at room temperature for 15 hours. The solution was obtained by filtration through Celite and, washing the filter cake with MeOH, was concentrated in vacuo to give (2S)-1,1,1-trifluoropropan-2-yl(3S)-pyrrolidin-3-ylcarba... The yield is 14.9%. RXN SMILES: [F:1][C:2]1[CH:3]=[C:4]([C:8]2[N:13]=[C:12]([CH3:14])[C:11]([C:15]([OH:17])=O)=[CH:10][N:9]=2)[CH:5]=[CH:6][CH:7]=1.[CH3:18][O:19][C:20]1[CH:21]=[C:22]2[C:26](=[CH:27][CH:28]=1)[N:25]([NH2:29])[C:24]([CH3:30])=[CH:23]2.C[N+]1(C2N=C(OC)N=C(OC)N=2)CCOCC1.[Cl-]>CN(C=O)C>[CH3:18][O:19][C:20]1[CH:21]=[C:22]2[C:26](=[CH:27][CH:28]=1)[N:25]([NH:29][C:15]([C:11]1[C:12]([CH3:14])=[N:13][C:8]([C:4]3[CH:5]=[CH:6][CH:7]=[C:2]([F:1])[CH:3]=3)=[N:9][CH:10]=1)=[O:17])[C:24]([CH3:30])=[CH:23]2 |f:2.3|. Product: COC=1C=C2C=C(N(C2=CC1)NC(=O)C=1C(=NC(=NC1)C1=CC(=CC=C1)F)C)C (2-(3-fluoro-phenyl)-4-methyl-pyrimidine-5-carboxylic acid (5-methoxy-2-methyl-indol-1-yl)-amide). Solvent: CN(C)C=O (DMF). Procedure details: A solution of 2-(3-fluoro-phenyl)-4-methyl-pyrimidine-5-carboxylic acid (719 mg, 3.1 mmol) and 5-methoxy-2-methyl-indol-1-ylamine (550 mg, 3.1 mmol) in DMF (4 mL) is stirred at 50° C. for 15 min. The mixture is treated with DMTMM (856 mg, 3.1 mmol) and stirred at 50° C. for 1 h. The mixture is concentrated in vacuo, diluted with EtOAc (50 mL), and washed with saturated aqueous Na2CO3 (50 mL). The organic layer is separated, dried (Na2SO4), filtered and concentrated in vacuo. The residue is purif... The reactants are FC=1C=C(C=CC1)C1=NC=C(C(=N1)C)C(=O)O (2-(3-fluoro-phenyl)-4-methyl-pyrimidine-5-carboxylic acid), COC=1C=C2C=C(N(C2=CC1)N)C (5-methoxy-2-methyl-indol-1-ylamine), C[N+]1(CCOCC1)C2=NC(=NC(=N2)OC)OC.[Cl-] (DMTMM). Reaction conditions: temperature 50 celsius, time 1 hour. The reactants are 5D, C(C)OC(COC1=CC=C(C2=CC=CC=C12)O)=O ((4-hydroxy-naphthalen-1-yloxy)-acetic acid ethyl ester), ClC(C)C=1C(=NC(=CC1)C1=CC=C(C=C1)C(F)(F)F)C ([rac]-3-(1-chloro-ethyl)-2-methyl-6-(4-trifluoromethyl-phenyl)-pyridine). Yields the product C(C)OC(COC1=CC=C(C2=CC=CC=C12)OC(C)C=1C(=NC(=CC1)C1=CC=C(C=C1)C(F)(F)F)C)=O ([rac]-(4-{1-[2-methyl-6-(4-trifluoromethyl-phenyl)-pyridin-3-yl]-ethoxy}-naphthalen-1-yloxy)-acetic acid ethyl ester). Reaction SMILES: [CH2:1]([O:3][C:4](=[O:18])[CH2:5][O:6][C:7]1[C:16]2[C:11](=[CH:12][CH:13]=[CH:14][CH:15]=2)[C:10]([OH:17])=[CH:9][CH:8]=1)[CH3:2].Cl[CH:20]([C:22]1[C:23]([CH3:38])=[N:24][C:25]([C:28]2[CH:33]=[CH:32][C:31]([C:34]([F:37])([F:36])[F:35])=[CH:30][CH:29]=2)=[CH:26][CH:27]=1)[CH3:21]>>[CH2:1]([O:3][C:4](=[O:18])[CH2:5][O:6][C:7]1[C:16]2[C:11](=[CH:12][CH:13]=[CH:14][CH:15]=2)[C:10]([O:17][CH:20]([C:22]2[C:23]([CH3:38])=[N:24][C:25]([C:28]3[CH:33]=[CH:32][C:31]([C:34]([F:37])([F:35])[F:36])=[CH:30][CH:29]=3)=[CH:26][CH:27]=2)[CH3:21])=[CH:9][CH:8]=1)[CH3:2]. Procedure: In analogy to the procedures described in example 5C] and 5D], (4-hydroxy-naphthalen-1-yloxy)-acetic acid ethyl ester was reacted with [rac]-3-(1-chloro-ethyl)-2-methyl-6-(4-trifluoromethyl-phenyl)-pyridine (example 1L]) to give [rac]-(4-{1-[2-methyl-6-(4-trifluoromethyl-phenyl)-pyridin-3-yl]-ethoxy}-naphthalen-1-yloxy)-acetic acid ethyl ester, which was subsequently saponified to yield the title compound as light yellow solid.